The task is: describe an organic reaction: reactants, conditions, products, and yield. This data is from the Open Reaction Database (ORD), a public repository of structured organic reaction records. The reactants are C(C)OC(=O)C=1C(NC2=CSC=C2C1N1CCN(CC1)C(=O)C=1SC=CC1)=O (5-oxo-7-[4-(thiophene-2-carbonyl)-piperazin-1-yl]-4,5-dihydro-2-thia-4-aza-indene-6-carboxylic acid ethyl ester), COC(C1=CC=C(C=C1)CBr)=O (methyl-4-bromomethylbenzoate). Yields the product C(C)OC(=O)C=1C(N(C2=CSC=C2C1N1CCN(CC1)C(=O)C=1SC=CC1)CC1=CC=C(C=C1)C(=O)OC)=O (4-(4-methoxycarbonyl-benzyl)-5-oxo-7-[4-(thiophene-2-carbonyl)-piperazin-1-yl]-4,5-dihydro-2-thia-4-aza-indene-6-carboxylic acid ethyl ester). The yield is 51.0%. As a reaction SMILES: [CH2:1]([O:3][C:4]([C:6]1[C:7](=[O:28])[NH:8][C:9]2[C:13]([C:14]=1[N:15]1[CH2:20][CH2:19][N:18]([C:21]([C:23]3[S:24][CH:25]=[CH:26][CH:27]=3)=[O:22])[CH2:17][CH2:16]1)=[CH:12][S:11][CH:10]=2)=[O:5])[CH3:2].[CH3:29][O:30][C:31](=[O:40])[C:32]1[CH:37]=[CH:36][C:35]([CH2:38]Br)=[CH:34][CH:33]=1>>[CH2:1]([O:3][C:4]([C:6]1[C:7](=[O:28])[N:8]([CH2:38][C:35]2[CH:34]=[CH:33][C:32]([C:31]([O:30][CH3:29])=[O:40])=[CH:37][CH:36]=2)[C:9]2[C:13]([C:14]=1[N:15]1[CH2:16][CH2:17][N:18]([C:21]([C:23]3[S:24][CH:25]=[CH:26][CH:27]=3)=[O:22])[CH2:19][CH2:20]1)=[CH:12][S:11][CH:10]=2)=[O:5])[CH3:2]. Procedure: The compound was prepared from 5-oxo-7-[4-(thiophene-2-carbonyl)-piperazin-1-yl]-4,5-dihydro-2-thia-4-aza-indene-6-carboxylic acid ethyl ester (40) and methyl-4-bromomethylbenzoate by applying general procedure A. Yield 51%; 1H NMR (400 MHz, DMSO-d6) δ 1.25 (t, J=7.2 Hz, 3H), 3.30 (m, 4H), 3.82 (m, 7H), 4.27 (q, J=7.2 Hz, 2H), 5.28 (s, 2H), 7.12 (d, J=3.2 Hz, 1H), 7.16 (dd, J=5.2, 3.2 Hz, 1H), 7.37 (m, 2H), 7.47 (dd, J=1.2, 3.6 Hz, 1H), 7.79 (dd, J=1.2, 5.2 Hz, 1H), 7.91 (m, 2H), 8.13 (d, J=3.2 ... The reactants are C1(CCCC1)O (cyclopentanol), C1(=CC=CC=C1)C (toluene). Product: C1(CCCC1)O (cyclopentanol), C(C)(C)OC(C)C (isopropyl ether). As a reaction SMILES: [CH:1]1([OH:6])[CH2:5][CH2:4][CH2:3][CH2:2]1.[C:7]1(C)[CH:12]=CC=C[CH:8]=1>>[CH:1]1([OH:6])[CH2:5][CH2:4][CH2:3][CH2:2]1.[CH:7]([O:6][CH:1]([CH3:2])[CH3:5])([CH3:12])[CH3:8]. Reported procedure: 0.05 mL of the acyl group acceptor cyclopentanol with toluene added to give 2.0 mL, 0.05 mL of the acyl group acceptor cyclopentanol with isopropyl ether added to give 2.0 mL, 0.05 mL of the acyl group acceptor 2-butanol with toluene added to give 2.0 mL, 0.05 mL of the acyl group acceptor 2-butanol with isopropyl ether added to give 2.0 mL, 0.05 mL of the acyl group acceptor 2-propanol with toluene added to give 2.0 mL, and 0.05 mL of the acyl group acceptor 2-propanol with isopropyl ether adde... Starting materials: [O-]CC.[Na+] (sodium ethoxide), ClC1=C(C(=O)N)C=CC(=N1)Cl (2,6-dichloro-nicotinamide), [O-]CC.[Na+] (sodium ethoxide), C(C)O (ethanol), ClC1=C(C(=O)N)C=CC(=N1)Cl (2,6-dichloro-nicotinamide), [O-]CC.[Na+] (sodium ethoxide), Na, CCO (EtOH). Isolated yield 95.0%. Reaction conditions: temperature 15 celsius, time 40 minute. RXN SMILES: Cl[C:2]1[N:10]=[C:9]([Cl:11])[CH:8]=[CH:7][C:3]=1[C:4]([NH2:6])=[O:5].[O-:12][CH2:13][CH3:14].[Na+].C(O)C>CN(C)C=O>[Cl:11][C:9]1[CH:8]=[CH:7][C:3]([C:4]([NH2:6])=[O:5])=[C:2]([O:12][CH2:13][CH3:14])[N:10]=1 |f:1.2|. Reported procedure: Refer to synthesis of D46 for preparation of 2,6-dichloro-nicotinamide (1). Freshly prepared sodium ethoxide solution in ethanol (12.1 mL of 2.17 M, 26.2 mmol) was slowly added over 10 min to a solution of 1 (5.01 g, 26.2 mmol) in dimethylformamide (30 mL) at 15° C. [Note: a water bath was used to maintain reaction temperature around 14-16° C.; sodium ethoxide was prepared from reaction of Na solid (1.50 g, 65.2 mmol) with anhydrous EtOH (30.0 mL)]. Upon completion of sodium ethoxide addition, t... Product: ClC1=NC(=C(C(=O)N)C=C1)OCC (6-Chloro-2-ethoxy-nicotinamide). Run in CN(C=O)C (dimethylformamide). Reactants: [Br-], Cc1ccnc(C=O)c1, [Mg+]C1CC1. The product is Cc1ccnc(C(O)C2CC2)c1. As a reaction SMILES: [Br-:10].[CH3:1][c:2]1[cH:3][c:4]([CH:8]=[O:9])[n:5][cH:6][cH:7]1.[CH:11]1([Mg+:14])[CH2:12][CH2:13]1>>[CH3:1][c:2]1[cH:3][c:4]([CH:8]([OH:9])[CH:11]2[CH2:12][CH2:13]2)[n:5][cH:6][cH:7]1. Reactants: C(CCC)[Sn](CCCC)=O (di-n-butyltin oxide), C(CCC)[Sn](CCCC)(N=C=S)N=C=S (di-n-butyltin diisothiocyanate), C(C)O (ethanol). Reaction conditions: time 18 hour. Yields the product O[Sn](O[Sn](N=C=S)(CCCC)CCCC)(CCCC)CCCC (1-Hydroxy-3-(isothiocyanato)-tetrabutyldistannoxane). The yield is 86.0%. As a reaction SMILES: [CH2:1]([Sn:5](=[O:10])[CH2:6][CH2:7][CH2:8][CH3:9])[CH2:2][CH2:3][CH3:4].[CH2:11]([Sn:15](N=C=S)([N:20]=[C:21]=[S:22])[CH2:16][CH2:17][CH2:18][CH3:19])[CH2:12][CH2:13][CH3:14].C([OH:28])C>>[OH:10][Sn:5]([CH2:6][CH2:7][CH2:8][CH3:9])([CH2:1][CH2:2][CH2:3][CH3:4])[O:28][Sn:15]([CH2:16][CH2:17][CH2:18][CH3:19])([CH2:11][CH2:12][CH2:13][CH3:14])[N:20]=[C:21]=[S:22]. Reported procedure: A mixture of di-n-butyltin oxide (2.14 g, 8.6 mmol) and di-n-butyltin diisothiocyanate (1.0 g, 2.8 mmol) in ethanol (30 mL) was heated to reflux for 6 hours during which time the white slurry became a clear solution. The reaction mixture was concentrated via rotary evaporator to a solid which was pulverized and left exposed at ambient temperature for 18 hours. The powder was recrystallized from hexanes at 0° C. to give the title compound as a white solid (2.74 g, 86%). The reactants are [BH4-], Fc1ccccc1C1=NCCNc2ccc(Br)cc21, CO, CC(=O)O, [Na+]. Yields the product Fc1ccccc1C1NCCNc2ccc(Br)cc21. RXN SMILES: [BH4-:22].[Br:1][c:2]1[cH:3][cH:4][c:5]2[c:6]([cH:19]1)[C:7]([c:12]1[c:13]([F:18])[cH:14][cH:15][cH:16][cH:17]1)=[N:8][CH2:9][CH2:10][NH:11]2.[CH3:20][OH:21].[CH3:24][C:25](=[O:26])[OH:27].[Na+:23]>>[Br:1][c:2]1[cH:3][cH:4][c:5]2[c:6]([cH:19]1)[CH:7]([c:12]1[c:13]([F:18])[cH:14][cH:15][cH:16][cH:17]1)[NH:8][CH2:9][CH2:10][NH:11]2.